This data is from the Open Reaction Database (ORD), a public repository of structured organic reaction records. The task is: describe an organic reaction: reactants, conditions, products, and yield The reactants are OC1=CC=C(C=C1)C(=CC(=O)NCC=1C=NC=CC1)C1=CC=CC=C1 (3-(4-hydroxyphenyl)-3-phenyl-N-(3-pyridylmethyl)acrylamide), C([O-])([O-])=O.[K+].[K+] (potassium carbonate), C(OCC)(=O)Cl (ethyl chlorocarbonate). Solvent: CN(C=O)C (dimethylformamide). Yields the product C1(=CC=CC=C1)C(=CC(NCC=1C=NC=CC1)=O)C1=CC=C(OCC(=O)OCC)C=C1 (ethyl [4-[1-phenyl-2-[N-(3-pyridylmethyl)carbamoyl]ethenyl]phenoxy]acetate). Yield: 100.0%. RXN SMILES: [OH:1][C:2]1[CH:7]=[CH:6][C:5]([C:8]([C:20]2[CH:25]=[CH:24][CH:23]=[CH:22][CH:21]=2)=[CH:9][C:10]([NH:12][CH2:13][C:14]2[CH:15]=[N:16][CH:17]=[CH:18][CH:19]=2)=[O:11])=[CH:4][CH:3]=1.[C:26](=O)([O-])[O-].[K+].[K+].[C:32](Cl)(=[O:36])[O:33][CH2:34][CH3:35]>CN(C)C=O>[C:20]1([C:8]([C:5]2[CH:6]=[CH:7][C:2]([O:1][CH2:26][C:32]([O:33][CH2:34][CH3:35])=[O:36])=[CH:3][CH:4]=2)=[CH:9][C:10](=[O:11])[NH:12][CH2:13][C:14]2[CH:15]=[N:16][CH:17]=[CH:18][CH:19]=2)[CH:25]=[CH:24][CH:23]=[CH:22][CH:21]=1 |f:1.2.3|. Reported procedure: 95 mg of 3-(4-hydroxyphenyl)-3-phenyl-N-(3-pyridylmethyl)acrylamide was reacted with 2 ml of dimethylformamide, 48 mg of anhydrous potassium carbonate and 0.04 ml of ethyl chlorocarbonate for 4 hours under a stream of argon. The reaction mixture was extracted with ethyl acetate three times, washed twice with water and once with brine, and then dried over anhydrous magnesium sulfate. The drying agent was filtered off and the filtrate was evaporated and purified via column chromatography on silica... Procedure details: 750 ml of concentrated HClare added to a solution of 3,5-dimethyl phenol (80.6 g) in 750 ml of 95% ethyl alcohol. The mixture is cooled to 0° C. in an ice/methanol bath. While maintaining the temperature of the reaction mixture below 5° C. a solution of NaNO2 (69.0 g) in 150 ml of H2O is added dropwise to the reaction mixture. The mixture is stirred at 0° C. for more than an hour and then poured into 9 liters of water. The aqueous mixture is filtered to give a yellow solid which is recrystallize... Isolated yield 71.6%. Run in C(C)O (ethyl alcohol), O (water), O (H2O). The reactants are CC=1C=C(C=C(C1)C)O (3,5-dimethyl phenol), N(=O)[O-].[Na+] (NaNO2). Reaction conditions: temperature 0 celsius. Yields the product CC=1C=C(C=C(C1N=O)C)O (3,5-dimethyl-4-nitrosophenol). As a reaction SMILES: [CH3:1][C:2]1[CH:3]=[C:4]([OH:9])[CH:5]=[C:6]([CH3:8])[CH:7]=1.[N:10]([O-])=[O:11].[Na+]>C(O)C.O>[CH3:1][C:2]1[CH:3]=[C:4]([OH:9])[CH:5]=[C:6]([CH3:8])[C:7]=1[N:10]=[O:11] |f:1.2|. Starting materials: [BH4-], CC(C)(C)[Si](C)(C)Oc1ccc(C=O)c(Cl)c1, CO, [Na+]. Product: CC(C)(C)[Si](C)(C)Oc1ccc(CO)c(Cl)c1. RXN SMILES: [BH4-:18].[C:1]([CH3:2])([CH3:3])([CH3:4])[Si:5]([O:6][c:7]1[cH:8][c:9]([Cl:15])[c:10]([CH:11]=[O:12])[cH:13][cH:14]1)([CH3:16])[CH3:17].[CH3:20][OH:21].[Na+:19]>>[C:1]([CH3:2])([CH3:3])([CH3:4])[Si:5]([O:6][c:7]1[cH:8][c:9]([Cl:15])[c:10]([CH2:11][OH:12])[cH:13][cH:14]1)([CH3:16])[CH3:17].